The task is: describe an organic reaction: reactants, conditions, products, and yield. This data is from the Open Reaction Database (ORD), a public repository of structured organic reaction records. RXN SMILES: [Br:11][N:12]1[C:13](=[O:14])[CH2:15][CH2:16][C:17]1=[O:18].[C:19]([O:20][O:21][C:22](=[O:23])[c:24]1[cH:25][cH:26][cH:27][cH:28][cH:29]1)(=[O:30])[c:31]1[cH:32][cH:33][cH:34][cH:35][cH:36]1.[C:37]([Cl:38])([Cl:39])([Cl:40])[Cl:41].[CH3:1][c:2]1[c:3]([C:4]#[N:5])[cH:6][cH:7][c:8]([F:10])[cH:9]1>>[CH2:1]([c:2]1[c:3]([C:4]#[N:5])[cH:6][cH:7][c:8]([F:10])[cH:9]1)[Br:11]. Product: N#Cc1ccc(F)cc1CBr. Starting materials: O=C1CCC(=O)N1Br, O=C(OOC(=O)c1ccccc1)c1ccccc1, ClC(Cl)(Cl)Cl, Cc1cc(F)ccc1C#N. The reactants are ClC=1C(N(S(C1C1=CC=CC=C1)(=O)=O)CCOC)=O (4-chloro-2-(2-methoxyethyl)-5-phenylisothiazol-3(2H)-one 1,1-dioxide), NC1=CC=C(C=C1)O (4-aminophenol), M−H+. The product is OC1=CC=C(C=C1)NC=1C(N(S(C1C1=CC=CC=C1)(=O)=O)CCOC)=O (4-[(4-Hydroxyphenyl)amino]-2-(2-methoxyethyl)-5-phenylisothiazol-3(2H)-one 1,1-dioxide). Reaction SMILES: Cl[C:2]1[C:3](=[O:19])[N:4]([CH2:15][CH2:16][O:17][CH3:18])[S:5](=[O:14])(=[O:13])[C:6]=1[C:7]1[CH:12]=[CH:11][CH:10]=[CH:9][CH:8]=1.[NH2:20][C:21]1[CH:26]=[CH:25][C:24]([OH:27])=[CH:23][CH:22]=1>>[OH:27][C:24]1[CH:25]=[CH:26][C:21]([NH:20][C:2]2[C:3](=[O:19])[N:4]([CH2:15][CH2:16][O:17][CH3:18])[S:5](=[O:14])(=[O:13])[C:6]=2[C:7]2[CH:12]=[CH:11][CH:10]=[CH:9][CH:8]=2)=[CH:22][CH:23]=1. Reported procedure: The title compound was prepared from 4-chloro-2-(2-methoxyethyl)-5-phenylisothiazol-3(2H)-one 1,1-dioxide and 4-aminophenol in a similar manner as described for Examples 9 and 13. 1H NMR (400 MHz, CD3CN): δ 3.37 (s, 3H), 3.72 (t, 2H), 3.90 (t, 2H), 6.40-6.45 (m, 2H), 6.65-6.71 (m, 2H), 6.82 (bs, 1H), 7.10-7.20 (m, 4H), 7.23-7.29 (m, 1H), 7.63 (bs, 1H); Mass Spectrum: M−H+ 373. Reactants: CC(COC=1C=C(C(=O)OC)C=CC1[N+](=O)[O-])=C (methyl 3-(2-methylallyloxy)-4-nitro-benzoate). Solvent: ClCCl (dichloromethane). Conditions: time 3 hour. The product is OC=1C(=C(C(=O)OC)C=CC1[N+](=O)[O-])CC(=C)C (methyl 3-hydroxy-2-(2-methylallyl)-4-nitro-benzoate). Isolated yield 115.0%. Reaction SMILES: CC(=C)C[O:4][C:5]1[CH:6]=[C:7]([CH:12]=[CH:13][C:14]=1[N+:15]([O-:17])=[O:16])[C:8]([O:10][CH3:11])=[O:9]>ClCCl>[OH:4][C:5]1[C:6]([CH2:8][C:7]([CH3:12])=[CH2:6])=[C:7]([CH:12]=[CH:13][C:14]=1[N+:15]([O-:17])=[O:16])[C:8]([O:10][CH3:11])=[O:9]. Reported procedure: Methyl 3-(2-methylallyloxy)-4-nitro-benzoate 4a (4.52 g, 18 mmol) was heated to 190° C. and stirred for 3 hours. The reaction mixture was cooled down to room temperature followed by the addition of 50 mL of dichloromethane. The reaction solution was concentrated under reduced pressure. The resulting residue was purified by silica gel column chromatography to obtain the title compound methyl 3-hydroxy-2-(2-methylallyl)-4-nitro-benzoate 4b (2.60 g, yield: 57.7%) as a yellow oil. The reactants are CN1CCN(c2cc(N3CCc4ccc(Br)cc4C3)nc(N)n2)CC1, CC(C)(C)OC(=O)N1CCC(n2cc(B3OC(C)(C)C(C)(C)O3)cn2)CC1. Yields the product CN1CCN(c2cc(N3CCc4ccc(-c5cnn(C6CCN(C(=O)OC(C)(C)C)CC6)c5)cc4C3)nc(N)n2)CC1. Reaction SMILES: [Br:1][c:2]1[cH:3][cH:4][c:5]2[c:10]([cH:11]1)[CH2:9][N:8]([c:12]1[n:13][c:14]([NH2:25])[n:15][c:16]([N:18]3[CH2:19][CH2:20][N:21]([CH3:24])[CH2:22][CH2:23]3)[cH:17]1)[CH2:7][CH2:6]2.[CH3:26][C:27]1([CH3:28])[C:29]([CH3:30])([CH3:31])[O:32][B:33]([c:34]2[cH:35][n:36][n:37]([CH:39]3[CH2:40][CH2:41][N:42]([C:45](=[O:46])[O:47][C:48]([CH3:49])([CH3:50])[CH3:51])[CH2:43][CH2:44]3)[cH:38]2)[O:52]1>>[c:2]1(-[c:34]2[cH:35][n:36][n:37]([CH:39]3[CH2:40][CH2:41][N:42]([C:45](=[O:46])[O:47][C:48]([CH3:49])([CH3:50])[CH3:51])[CH2:43][CH2:44]3)[cH:38]2)[cH:3][cH:4][c:5]2[c:10]([cH:11]1)[CH2:9][N:8]([c:12]1[n:13][c:14]([NH2:25])[n:15][c:16]([N:18]3[CH2:19][CH2:20][N:21]([CH3:24])[CH2:22][CH2:23]3)[cH:17]1)[CH2:7][CH2:6]2. Starting materials: C(C)(=O)OC1(CCC2C3C[C@@H](C4=CC(C=C[C@@]4(C3=CC[C@]12C)C)=O)C)C(CO)=O ((6S,10R,13S)-17-(2-hydroxyacetyl)-6,10,13-trimethyl-3-oxo-6,7,8,10,12,13,14,15,16,17-decahydro-3H-cyclopenta[a]phenanthren-17-yl acetate), C([O-])([O-])=O (carbonate), CN(C=O)C (dimethyl formamide). Yields the product C(C)(=O)OCC(C1=CCC2C3C[C@@H](C4=CC(C=C[C@@]4(C3=CC[C@]12C)C)=O)C)=O (2-oxo-2-((6S,10R,13S)-6,10,13-trimethyl-3-oxo-6,7,8,10,12,13,14,15-octahydro-3H-cyclopenta[a]phenanthren-17-yl)ethyl acetate). As a reaction SMILES: C(O[C:5]1([C:26](=[O:29])[CH2:27]O)[C@:21]2([CH3:22])[CH:8]([CH:9]3[C:18](=[CH:19][CH2:20]2)[C@:17]2([CH3:23])[C:12](=[CH:13][C:14](=[O:24])[CH:15]=[CH:16]2)[C@@H:11]([CH3:25])[CH2:10]3)[CH2:7][CH2:6]1)(=O)C.[C:30](=[O:33])([O-])[O-:31].[CH3:34]N(C)C=O>>[C:30]([O:31][CH2:27][C:26](=[O:29])[C:5]1[C@:21]2([CH3:22])[CH:8]([CH:9]3[C:18](=[CH:19][CH2:20]2)[C@:17]2([CH3:23])[C:12](=[CH:13][C:14](=[O:24])[CH:15]=[CH:16]2)[C@@H:11]([CH3:25])[CH2:10]3)[CH2:7][CH:6]=1)(=[O:33])[CH3:34]. Procedure details: (6S,10R,13S)-17-(2-hydroxyacetyl)-6,10,13-trimethyl-3-oxo-6,7,8,10,12,13,14,15,16,17-decahydro-3H-cyclopenta[a]phenanthren-17-yl acetate is heated with 2 equivalents of postassium carbonate in dimethyl formamide. Standard aqueous workup yields the title compound. Starting materials: C1CCOC1, CCC(=O)NC1CC(n2cnc3c(NCC(c4ccccc4)c4ccccc4)nc(OCCc4ccc(Cl)cc4)nc32)C2OC(C)(C)OC12, Cl, O. The product is CCC(=O)NC1CC(n2cnc3c(NCC(c4ccccc4)c4ccccc4)nc(OCCc4ccc(Cl)cc4)nc32)C(O)C1O. As a reaction SMILES: [CH2:51]1[O:52][CH2:53][CH2:54][CH2:55]1.[Cl:1][c:2]1[cH:3][cH:4][c:5]([CH2:8][CH2:9][O:10][c:11]2[n:12][c:13]([NH:35][CH2:36][CH:37]([c:38]3[cH:39][cH:40][cH:41][cH:42][cH:43]3)[c:44]3[cH:45][cH:46][cH:47][cH:48][cH:49]3)[c:14]3[n:15][cH:16][n:17]([CH:20]4[CH2:21][CH:22]([NH:30][C:31]([CH2:32][CH3:33])=[O:34])[CH:23]5[CH:24]4[O:25][C:26]([CH3:28])([CH3:29])[O:27]5)[c:18]3[n:19]2)[cH:6][cH:7]1.[ClH:50].[OH2:56]>>[Cl:1][c:2]1[cH:3][cH:4][c:5]([CH2:8][CH2:9][O:10][c:11]2[n:12][c:13]([NH:35][CH2:36][CH:37]([c:38]3[cH:39][cH:40][cH:41][cH:42][cH:43]3)[c:44]3[cH:45][cH:46][cH:47][cH:48][cH:49]3)[c:14]3[n:15][cH:16][n:17]([CH:20]4[CH2:21][CH:22]([NH:30][C:31]([CH2:32][CH3:33])=[O:34])[CH:23]([OH:27])[CH:24]4[OH:25])[c:18]3[n:19]2)[cH:6][cH:7]1.